describe an organic reaction: reactants, conditions, products, and yield From a dataset of the Open Reaction Database (ORD), a public repository of structured organic reaction records. The reactants are COC=1N=CC=C2C1OC=C2 (7-methoxyfuro[2,3-c]pyridine), C(C)I (ethyl iodide). Yields the product C(C)C1=CC=2C(=C(N=CC2)OC)O1 (2-Ethyl-7-methoxyfuro[2,3-c]pyridine). As a reaction SMILES: [CH3:1][O:2][C:3]1[N:4]=[CH:5][CH:6]=[C:7]2[CH:11]=[CH:10][O:9][C:8]=12.[CH2:12](I)[CH3:13]>>[CH2:12]([C:10]1[O:9][C:8]2=[C:3]([O:2][CH3:1])[N:4]=[CH:5][CH:6]=[C:7]2[CH:11]=1)[CH3:13]. Procedure: Starting from 7-methoxyfuro[2,3-c]pyridine (4.5 g) and ethyl iodide (4.0 ml). Purification by column chromatography on silica eluting with 70% hexane in ethyl acetate gave the title compound (30 g) as a colourless oil. Reactants: [K+], [K+], O=C1CCc2cc([N+](=O)[O-])ccc2N1, O=C([O-])[O-], CN(C)C=O, O. The product is CN1C(=O)CCc2cc([N+](=O)[O-])ccc21. RXN SMILES: [K+:15].[K+:16].[N+:1](=[O:2])([O-:3])[c:4]1[cH:5][c:6]2[c:11]([cH:12][cH:13]1)[NH:10][C:9](=[O:14])[CH2:8][CH2:7]2.[O-:17][C:18]([O-:19])=[O:20].[O:22]=[CH:23][N:24]([CH3:25])[CH3:26].[OH2:21]>>[N+:1](=[O:2])([O-:3])[c:4]1[cH:5][c:6]2[c:11]([cH:12][cH:13]1)[N:10]([CH3:18])[C:9](=[O:14])[CH2:8][CH2:7]2. Reported procedure: To a solution (25 mL) of tert-butyl 7-({[tert-butyl(dimethyl)silyl]oxy}methyl)-7-(3,4-dichlorophenyl)-6-oxo-1,4-oxazepane-4-carboxylate (1.34 g) in methanol was added sodium borohydride (221 mg), and the mixture was stirred at room temperature for 1 hr. To the reaction solution was added saturated aqueous ammonium chloride, and the mixture was extracted with ethyl acetate. The organic layer was washed with water and brine, and dried over anhydrous magnesium sulfate, and the solvent was evaporate... Run at time 1 hour. Reactants: [Si](C)(C)(C(C)(C)C)OCC1(C(CN(CCO1)C(=O)OC(C)(C)C)=O)C1=CC(=C(C=C1)Cl)Cl (tert-butyl 7-({[tert-butyl(dimethyl)silyl]oxy}methyl)-7-(3,4-dichlorophenyl)-6-oxo-1,4-oxazepane-4-carboxylate), [BH4-].[Na+] (sodium borohydride), [Cl-].[NH4+] (ammonium chloride). Yields the product [Si](C)(C)(C(C)(C)C)OCC1(C(CN(CCO1)C(=O)OC(C)(C)C)O)C1=CC(=C(C=C1)Cl)Cl (tert-butyl 7-({[tert-butyl(dimethyl)silyl]oxy}methyl)-7-(3,4-dichlorophenyl)-6-hydroxy-1,4-oxazepane-4-carboxylate). Run in CO (methanol). Reaction SMILES: [Si:1]([O:8][CH2:9][C:10]1([C:25]2[CH:30]=[CH:29][C:28]([Cl:31])=[C:27]([Cl:32])[CH:26]=2)[O:16][CH2:15][CH2:14][N:13]([C:17]([O:19][C:20]([CH3:23])([CH3:22])[CH3:21])=[O:18])[CH2:12][C:11]1=[O:24])([C:4]([CH3:7])([CH3:6])[CH3:5])([CH3:3])[CH3:2].[BH4-].[Na+].[Cl-].[NH4+]>CO>[Si:1]([O:8][CH2:9][C:10]1([C:25]2[CH:30]=[CH:29][C:28]([Cl:31])=[C:27]([Cl:32])[CH:26]=2)[O:16][CH2:15][CH2:14][N:13]([C:17]([O:19][C:20]([CH3:23])([CH3:22])[CH3:21])=[O:18])[CH2:12][CH:11]1[OH:24])([C:4]([CH3:5])([CH3:6])[CH3:7])([CH3:2])[CH3:3] |f:1.2,3.4|. Yield: 22.5%. Reactants: CC(=O)OC(C)=O, CC1=CCC2CC1C(O)CC2C, C1CCOC1, c1ccncc1. The product is CC(=O)OC1CC(C)C2CC=C(C)C1C2. Reaction SMILES: [CH3:13][C:14](=[O:15])[O:16][C:17](=[O:18])[CH3:19].[CH3:1][CH:2]1[CH2:3][CH:4]([OH:12])[CH:5]2[C:6]([CH3:11])=[CH:7][CH2:8][CH:9]1[CH2:10]2.[O:26]1[CH2:27][CH2:28][CH2:29][CH2:30]1.[cH:20]1[cH:21][cH:22][n:23][cH:24][cH:25]1>>[CH3:1][CH:2]1[CH2:3][CH:4]([O:12][C:14]([CH3:13])=[O:15])[CH:5]2[C:6]([CH3:11])=[CH:7][CH2:8][CH:9]1[CH2:10]2. The reactants are NC1=CC=CC2=CC=3C4=C(C(N(C(C4=C21)=O)CCN(C)C)=O)C=CC3 (11-amino-2-[2-(dimethylamino)ethyl]-1H-dibenzo[de,h]isoquinoline-1,3(2H)-dione), N1=CC(=CC=C1)N=C=S (3-pyridyl isothiocyanate). The solvent is C(C)#N (acetonitrile). Product: CN(CCN1C(C2=C3C(=CC=4C2=C(C1=O)C=CC4)C=CC=C3NC(=S)NC=3C=NC=CC3)=O)C (1-{2-[2-(dimethylamino)ethyl]-1,3-dioxo-2,3-dihydro-1H-dibenzo[de,h]isoquinolin-11-yl}-3-[3-pyridyl]thiourea), powder. The yield is 94.0%. Reaction SMILES: [NH2:1][C:2]1[C:15]2[C:6](=[CH:7][C:8]3[C:9]4[C:14]=2[C:13](=[O:16])[N:12]([CH2:17][CH2:18][N:19]([CH3:21])[CH3:20])[C:11](=[O:22])[C:10]=4[CH:23]=[CH:24][CH:25]=3)[CH:5]=[CH:4][CH:3]=1.[N:26]1[CH:31]=[CH:30][CH:29]=[C:28]([N:32]=[C:33]=[S:34])[CH:27]=1>C(#N)C>[CH3:21][N:19]([CH3:20])[CH2:18][CH2:17][N:12]1[C:11](=[O:22])[C:10]2[CH:23]=[CH:24][CH:25]=[C:8]3[C:9]=2[C:14](=[C:15]2[C:2]([NH:1][C:33]([NH:32][C:28]4[CH:27]=[N:26][CH:31]=[CH:30][CH:29]=4)=[S:34])=[CH:3][CH:4]=[CH:5][C:6]2=[CH:7]3)[C:13]1=[O:16]. Procedure: 100 mg of 11-amino-2-[2-(dimethylamino)ethyl]-1H-dibenzo[de,h]isoquinoline-1,3(2H)-dione (obtained in example 3) (0.30 mmole) were dissolved in 8 ml of acetonitrile. 67 μl (2 molar equivalents) of 3-pyridyl isothiocyanate was added and the reaction mixture was maintained at room temperature for 16 hours. The solvent was then evaporated under reduced pressure and the residue was submitted to a flash chromatography (SiO2, CH2Cl2/MeOH 95/5). 132 mg of the desired product (formula shown hereinabove)... Starting materials: C([O-])([O-])=O.[Cs+].[Cs+] (cesium carbonate), C1(=CC=CC=C1)P(C1=CC=CC=2C(C3=CC=CC(=C3OC12)P(C1=CC=CC=C1)C1=CC=CC=C1)(C)C)C1=CC=CC=C1 (4,5-bis(diphenylphosphino)-9,9-dimethylxanthene), ClC1=C(C(=O)OC)C=CC=N1 (methyl 2-chloronicotinate), COC1=CC=C(C=N1)N (6-methoxypyridine-3-amine). Reagents/catalysts: C=1C=CC(=CC1)/C=C/C(=O)/C=C/C2=CC=CC=C2.C=1C=CC(=CC1)/C=C/C(=O)/C=C/C2=CC=CC=C2.C=1C=CC(=CC1)/C=C/C(=O)/C=C/C2=CC=CC=C2.[Pd].[Pd] (tris(dibenzylideneacetone)dipalladium(0)). Solvent: C1(=CC=CC=C1)C (toluene). Reaction conditions: temperature 90 celsius, time 72 hour. Yields the product COC1=CC=C(C=N1)NC1=C(C(=O)OC)C=CC=N1 (methyl 2-(6-methoxy-3-pyridinyl)aminonicotinate), product. Isolated yield 96.0%. RXN SMILES: Cl[C:2]1[N:11]=[CH:10][CH:9]=[CH:8][C:3]=1[C:4]([O:6][CH3:7])=[O:5].[CH3:12][O:13][C:14]1[N:19]=[CH:18][C:17]([NH2:20])=[CH:16][CH:15]=1.C(=O)([O-])[O-].[Cs+].[Cs+].C1(P(C2C=CC=CC=2)C2C3OC4C(=CC=CC=4P(C4C=CC=CC=4)C4C=CC=CC=4)C(C)(C)C=3C=CC=2)C=CC=CC=1>C1(C)C=CC=CC=1.C1C=CC(/C=C/C(/C=C/C2C=CC=CC=2)=O)=CC=1.C1C=CC(/C=C/C(/C=C/C2C=CC=CC=2)=O)=CC=1.C1C=CC(/C=C/C(/C=C/C2C=CC=CC=2)=O)=CC=1.[Pd].[Pd]>[CH3:12][O:13][C:14]1[N:19]=[CH:18][C:17]([NH:20][C:2]2[N:11]=[CH:10][CH:9]=[CH:8][C:3]=2[C:4]([O:6][CH3:7])=[O:5])=[CH:16][CH:15]=1 |f:2.3.4,7.8.9.10.11|. Procedure details: 5.0 g (29 mmol) of methyl 2-chloronicotinate and 4.3 g (35 mmol) of 6-methoxypyridine-3-amine were dissolved in toluene (80 mL), and 16.1 g (50 mmol) of cesium carbonate, 1.3 g (1.5 mmol) of tris(dibenzylideneacetone)dipalladium(0), and 1.8 g (3.1 mmol) of 4,5-bis(diphenylphosphino)-9,9-dimethylxanthene were added to the solution. The resulting mixture was heated and stirred for 72 hours at 90° C. The solvent was distilled off from the reaction mixture, water and ethyl acetate were added to the ... Reactants: BrC1=NC=CC(=C1)NC(C1=C(C=CC=C1Cl)Cl)=O (N-(2-bromopyridin-4-yl)-2,6-dichlorobenzamide), O1CCC(CC1)N1N=CC(=C1)N (1-(tetrahydro-2H-pyran-4-yl)-1H-pyrazol-4-amine), CC1(C2=C(C(=CC=C2)P(C3=CC=CC=C3)C4=CC=CC=C4)OC5=C(C=CC=C51)P(C6=CC=CC=C6)C7=CC=CC=C7)C (XantPhos), C(=O)([O-])[O-].[Cs+].[Cs+] (Cs2CO3). The product is ClC1=C(C(=O)NC2=CC(=NC=C2)NC=2C=NN(C2)C2CCOCC2)C(=CC=C1)Cl (2,6-dichloro-N-(2-(1-(tetrahydro-2H-pyran-4-yl)-1H-pyrazol-4-ylamino)pyridin-4-yl)benzamide). Isolated yield 25.1%. Reagents/catalysts: C=1C=CC(=CC1)/C=C/C(=O)/C=C/C2=CC=CC=C2.C=1C=CC(=CC1)/C=C/C(=O)/C=C/C2=CC=CC=C2.C=1C=CC(=CC1)/C=C/C(=O)/C=C/C2=CC=CC=C2.[Pd].[Pd] (Pd2(dba)3). Procedure details: To a microwave tube was added N-(2-bromopyridin-4-yl)-2,6-dichlorobenzamide (0.083 g, 0.24 mmol), 1-(tetrahydro-2H-pyran-4-yl)-1H-pyrazol-4-amine (0.048 g, 0.29 mmol), Pd2(dba)3 (0.022 g, 0.024 mmol), XantPhos (0.028 g, 0.048 mmol), Cs2CO3 (0.16 g, 0.48 mmol) and dioxane (2 mL). The mixture was degassed with N2 for 10 min. The resulting mixture was irradiated in a microwave reactor at 140° C. for 3 hours and then cooled to room temperature. The mixture was filtered through Celite and concentrate... As a reaction SMILES: Br[C:2]1[CH:7]=[C:6]([NH:8][C:9](=[O:18])[C:10]2[C:15]([Cl:16])=[CH:14][CH:13]=[CH:12][C:11]=2[Cl:17])[CH:5]=[CH:4][N:3]=1.[O:19]1[CH2:24][CH2:23][CH:22]([N:25]2[CH:29]=[C:28]([NH2:30])[CH:27]=[N:26]2)[CH2:21][CH2:20]1.CC1(C)C2C(=C(P(C3C=CC=CC=3)C3C=CC=CC=3)C=CC=2)OC2C(P(C3C=CC=CC=3)C3C=CC=CC=3)=CC=CC1=2.C([O-])([O-])=O.[Cs+].[Cs+]>C1C=CC(/C=C/C(/C=C/C2C=CC=CC=2)=O)=CC=1.C1C=CC(/C=C/C(/C=C/C2C=CC=CC=2)=O)=CC=1.C1C=CC(/C=C/C(/C=C/C2C=CC=CC=2)=O)=CC=1.[Pd].[Pd].O1CCOCC1>[Cl:17][C:11]1[CH:12]=[CH:13][CH:14]=[C:15]([Cl:16])[C:10]=1[C:9]([NH:8][C:6]1[CH:5]=[CH:4][N:3]=[C:2]([NH:30][C:28]2[CH:27]=[N:26][N:25]([CH:22]3[CH2:23][CH2:24][O:19][CH2:20][CH2:21]3)[CH:29]=2)[CH:7]=1)=[O:18] |f:3.4.5,6.7.8.9.10|. Run in O1CCOCC1 (dioxane).